Task: describe an organic reaction: reactants, conditions, products, and yield. Dataset: the Open Reaction Database (ORD), a public repository of structured organic reaction records The reactants are C1(=CC=CC=C1)PC1=CC=CC=C1 (diphenylphosphine), ClC\C=C\1/C([C@H](C[C@H](C1)O[Si](C1=CC=CC=C1)(C1=CC=CC=C1)C(C)(C)C)O[Si](C1=CC=CC=C1)(C1=CC=CC=C1)C(C)(C)C)=C ((Z)-(3S,5S)-1-(2-chloro-ethylidene)-3,5-bis-(tert-butyl-diphenyl-silanyloxy)-2-methylene-cyclohexane), C1CCOC1 (THF), C1CCOC1 (THF), [Li]CCCC (nBuLi). Run in O (water). Conditions: time 75 minute. Product: C1(=CC=CC=C1)P(C1=CC=CC=C1)=O (diphenyl-phosphine oxide). As a reaction SMILES: [C:1]1([PH:7][C:8]2[CH:13]=[CH:12][CH:11]=[CH:10][CH:9]=2)[CH:6]=[CH:5][CH:4]=[CH:3][CH:2]=1.C1C[O:17]CC1.[Li]CCCC.ClC/C=C1\C(=C)[C@@H](O[Si](C(C)(C)C)(C2C=CC=CC=2)C2C=CC=CC=2)C[C@@H](O[Si](C(C)(C)C)(C2C=CC=CC=2)C2C=CC=CC=2)C\1>O>[C:8]1([PH:7](=[O:17])[C:1]2[CH:2]=[CH:3][CH:4]=[CH:5][CH:6]=2)[CH:9]=[CH:10][CH:11]=[CH:12][CH:13]=1. Reported procedure: 847 μl (10.2 mmol) of diphenylphosphine in 16 ml of abs. THF was deprotonated at -10° with 3.05 ml nBuLi (1.5M, hexane). The solution was then cooled to -75° and 2.76 g (4.15 mmol) of (Z)-(3S,5S)-1-(2-chloro-ethylidene)-3,5-bis-(tert-butyl-diphenyl-silanyloxy)-2-methylene-cyclohexane, dissolved in 16 ml of abs. THF, was added dropwise. 10 Minutes later, 190 μl of water was injected and the reaction mixture allowed to reach room temperature. All solvents were then removed i.V., the residue taken ... Reactants: Oc1c(Cl)ccc(Br)c1F, CS(=O)(=O)OCC(F)F, [H-], [Na+], CN(C)C=O, O. Product: Fc1c(Br)ccc(Cl)c1OCC(F)F. RXN SMILES: [Br:1][c:2]1[c:3]([F:10])[c:4]([OH:9])[c:5]([Cl:8])[cH:6][cH:7]1.[F:13][CH:14]([CH2:15][O:16][S:17]([CH3:18])(=[O:19])=[O:20])[F:21].[H-:11].[Na+:12].[O:22]=[CH:23][N:24]([CH3:25])[CH3:26].[OH2:27]>>[Br:1][c:2]1[c:3]([F:10])[c:4]([O:9][CH2:15][CH:14]([F:13])[F:21])[c:5]([Cl:8])[cH:6][cH:7]1.